Dataset: the Open Reaction Database (ORD), a public repository of structured organic reaction records. Task: describe an organic reaction: reactants, conditions, products, and yield Reactants: BrC=1C(=C2C(=NC1)NC(=N2)C2=CC=C(C=C2)N(C)C)N2CCN(CC2)C(=O)NC2=CC=CC=C2 (4-(6-bromo-2-(4-(dimethylamino)phenyl)-3H-imidazo[4,5-b]pyridin-7-yl)-N-phenylpiperazine-1-carboxamide), COC1=CC=C(C=C1)C=O (4-methoxybenzene carboxaldehyde), O1COC2=C1C=CC=C2CN2CCN(CC2)C2=C(C(=NC=C2Br)N)[N+](=O)[O-] (4-(4-(benzo[d][1,3]dioxol-4-ylmethyl)piperazin-1-yl)-5-bromo-3-nitropyridin-2-amine), [O-]S(=O)S(=O)[O-].[Na+].[Na+] (Na2S2O4). Run in C(C)O (ethanol), CN(C)C=O (DMF). Run at time 6 hour. Product: O1COC2=C1C=CC=C2CN2CCN(CC2)C2=C1C(=NC=C2Br)NC(=N1)C1=CC=C(C=C1)OC (7-(4-(Benzo[d][1,3]dioxol-4-ylmethyl)piperazin-1-yl)-6-bromo-2-(4-methoxyphenyl)-3H-imidazo[4,5-b]pyridine). Yield: 61.9%. RXN SMILES: BrC1C(N2CCN(C(NC3C=CC=CC=3)=O)CC2)=C2N=C(C3C=CC(N(C)C)=CC=3)NC2=NC=1.[O:35]1[C:39]2[CH:40]=[CH:41][CH:42]=[C:43]([CH2:44][N:45]3[CH2:50][CH2:49][N:48]([C:51]4[C:56]([Br:57])=[CH:55][N:54]=[C:53]([NH2:58])[C:52]=4[N+:59]([O-])=O)[CH2:47][CH2:46]3)[C:38]=2[O:37][CH2:36]1.[O-]S(S([O-])=O)=O.[Na+].[Na+].[CH3:70][O:71][C:72]1[CH:77]=[CH:76][C:75]([CH:78]=O)=[CH:74][CH:73]=1>C(O)C.CN(C=O)C>[O:35]1[C:39]2[CH:40]=[CH:41][CH:42]=[C:43]([CH2:44][N:45]3[CH2:50][CH2:49][N:48]([C:51]4[C:56]([Br:57])=[CH:55][N:54]=[C:53]5[NH:58][C:78]([C:75]6[CH:76]=[CH:77][C:72]([O:71][CH3:70])=[CH:73][CH:74]=6)=[N:59][C:52]=45)[CH2:47][CH2:46]3)[C:38]=2[O:37][CH2:36]1 |f:2.3.4|. Reported procedure: This was prepared using the same procedure as for 4-(6-bromo-2-(4-(dimethylamino)phenyl)-3H-imidazo[4,5-b]pyridin-7-yl)-N-phenylpiperazine-1-carboxamide, but here using 4-(4-(benzo[d][1,3]dioxol-4-ylmethyl)piperazin-1-yl)-5-bromo-3-nitropyridin-2-amine (30 mg, 0.068 mmol), DMF (0.15 mL), ethanol (0.85 mL), 1M Na2S2O4 (3 eq, 0.21 mmol, 0.21 mL) and 4-methoxybenzene carboxaldehyde (1.1 eq, 0.075 mmol, 10 mg). After 6 h, concentration in vacuo and purification by preparative tlc (CH2Cl2-MeOH, 95:5)... The reactants are CC=1C=C(C=CC1)C(=CCOCCN1C[C@@H](CCC1)C(=O)O)C1=CC=CC=C1 ((R)-N-(2-(3-(3-Methylphenyl)-3-phenyl-2-propen-1-yloxy)ethyl)-3-piperidinecarboxylic acid), ClCCl (dichloromethane). The reagents and catalysts are [Pd] (palladium on carbon). The solvent is CO (methanol). The product is CC=1C=C(C=CC1)C(CCOCCN1C[C@@H](CCC1)C(=O)O)C1=CC=CC=C1 ((R)-N-(2-(3-(3-Methylphenyl)-3-phenyl-1-propyloxy)ethyl)-3-piperidinecarboxylic acid). Yield: 27.9%. Reaction SMILES: [CH3:1][C:2]1[CH:3]=[C:4]([C:8]([C:23]2[CH:28]=[CH:27][CH:26]=[CH:25][CH:24]=2)=[CH:9][CH2:10][O:11][CH2:12][CH2:13][N:14]2[CH2:19][CH2:18][CH2:17][C@@H:16]([C:20]([OH:22])=[O:21])[CH2:15]2)[CH:5]=[CH:6][CH:7]=1.ClCCl>CO.[Pd]>[CH3:1][C:2]1[CH:3]=[C:4]([CH:8]([C:23]2[CH:24]=[CH:25][CH:26]=[CH:27][CH:28]=2)[CH2:9][CH2:10][O:11][CH2:12][CH2:13][N:14]2[CH2:19][CH2:18][CH2:17][C@@H:16]([C:20]([OH:22])=[O:21])[CH2:15]2)[CH:5]=[CH:6][CH:7]=1. Reported procedure: The acid prepared in Example 47 (8.2 g, 21.6 mmol) was dissolved in methanol (150 ml) and stirred under an atmosphere of hydrogen for 1 h at room temperature in the presence of 10% palladium on carbon catalyst (35% aqueous paste) and then filtered. The filtrate was evaporated to dryness leaving a residue which was disolved into dichloromethane and dried (Na2SO4). The solvent was evaporated in vacuo to give 2.3 g (28 %) of the title compound as a foam. Yield: 99.4%. Starting materials: C(C)(=O)O[C@@H]1CC2=CC[C@H]3[C@@H]4CC[C@H]([C@H](C)C(=O)O)[C@]4(CC[C@@H]3[C@]2(CC1)C)C ((20S)-3β-acetoxy-5-pregnene-20-carboxylic acid), ethanol-ether, [N+](=[N-])=C (diazomethane), CN(S(=O)(=O)C1=CC=C(C=C1)C)N=O (N-methyl-N-nitroso-p-toluenesulfonamide), [N+](=[N-])=C (diazomethane). As a reaction SMILES: [N+](=C)=[N-].[CH3:4]N(N=O)S(C1C=CC(C)=CC=1)(=O)=O.[C:18]([O:21][C@H:22]1[CH2:43][CH2:42][C@@:41]2([CH3:44])[C:24](=[CH:25][CH2:26][C@@H:27]3[C@@H:40]2[CH2:39][CH2:38][C@@:37]2([CH3:45])[C@H:28]3[CH2:29][CH2:30][C@@H:31]2[C@@H:32]([C:34]([OH:36])=[O:35])[CH3:33])[CH2:23]1)(=[O:20])[CH3:19]>>[CH3:4][O:35][C:34]([C@H:32]([C@@H:31]1[C@:37]2([CH3:45])[C@H:28]([C@H:27]3[C@H:40]([CH2:39][CH2:38]2)[C@:41]2([CH3:44])[C:24]([CH2:23][C@@H:22]([O:21][C:18](=[O:20])[CH3:19])[CH2:43][CH2:42]2)=[CH:25][CH2:26]3)[CH2:29][CH2:30]1)[CH3:33])=[O:36]. Reported procedure: An ethanolic ethereal solution of diazomethane (CH2N2), generated from N-methyl-N-nitroso-p-toluenesulfonamide (CH3C6H4SO2N(CH3)NO; Diazald), was added dropwise to a suspension of (20S)-3β-acetoxy-5-pregnene-20-carboxylic acid (10.0 g, 25.7 mmole; m.p. 228°-231° C.) in 1:9 ethanol-ether at room temperature until all the solids dissolved and pale yellow color due to an excess diazomethane persisted. Excess diazomethane was removed with a stream of N2 until the solution became colorless. Removal o... Yields the product methyl ester, COC(=O)[C@@H](C)[C@H]1CC[C@H]2[C@@H]3CC=C4C[C@H](CC[C@]4(C)[C@H]3CC[C@]12C)OC(C)=O ((20S)-3β-acetoxy-5-pregnene-20-carboxylic acid methyl ester). Starting materials: Cc1ccccc1, Fc1ccc(F)c(CSc2ccc(Cl)cc2)c1, O, OO, O=S(=O)(O)O. Yields the product O=S(=O)(Cc1cc(F)ccc1F)c1ccc(Cl)cc1. Reaction SMILES: [CH3:26][c:27]1[cH:28][cH:29][cH:30][cH:31][cH:32]1.[Cl:6][c:7]1[cH:8][cH:9][c:10]([S:13][CH2:14][c:15]2[c:16]([F:22])[cH:17][cH:18][c:19]([F:21])[cH:20]2)[cH:11][cH:12]1.[OH2:25].[OH:23][OH:24].[S:1]([OH:2])(=[O:3])(=[O:4])[OH:5]>>[O:2]=[S:13]([c:10]1[cH:9][cH:8][c:7]([Cl:6])[cH:12][cH:11]1)([CH2:14][c:15]1[c:16]([F:22])[cH:17][cH:18][c:19]([F:21])[cH:20]1)=[O:25]. Run in C1CCOC1 (THF), C1CCOC1 (THF). Starting materials: ice, ON1C(=O)CCC1=O (HOSu), C1CCC(CC1)N=C=NC2CCCCC2 (DCC), N1[C@H](CO)CCC1 (L-prolinol), C(C1=CC=CC=C1)OC(=O)N[C@@H](C)C(=O)O (N-benzyloxycarbonylalanine). Reported procedure: In 200 ml of THF was dissolved 22.3 g of N-benzyloxycarbonylalanine. To this solution were added under cooling with edible salt and ice 11.5 g of HOSu and 20.6 g of DCC, and the mixture was stirred for 21 hours at 4° C. The reaction liquid was filtered and the filtrate was evaporated until dryness whereby a semi-solid substance was obtained. This substance was recrystallized from isopropyl alcohol to obtain a white solid substance which was then dissolved in 470 ml of THF. To this solution was a... As a reaction SMILES: [CH2:1]([O:8][C:9]([NH:11][C@H:12]([C:14]([OH:16])=O)[CH3:13])=[O:10])[C:2]1[CH:7]=[CH:6][CH:5]=[CH:4][CH:3]=1.ON1C(=O)CCC1=O.C1CCC(N=C=NC2CCCCC2)CC1.[NH:40]1[CH2:46][CH2:45][CH2:44][C@H:41]1[CH2:42][OH:43]>C1COCC1>[CH2:1]([O:8][C:9]([NH:11][C@H:12]([C:14]([N:40]1[CH2:46][CH2:45][CH2:44][C@H:41]1[CH:42]=[O:43])=[O:16])[CH3:13])=[O:10])[C:2]1[CH:3]=[CH:4][CH:5]=[CH:6][CH:7]=1. The product is C(C1=CC=CC=C1)OC(=O)N[C@@H](C)C(=O)N1[C@H](C=O)CCC1 (N-benzyloxycarbonyl-alanyl-prolinal). Run at temperature 4 celsius, time 21 hour. Reactants: Cl.CN(CCCN=C=NCC)C (1-(3-dimethylaminopropyl)-3-ethylcarbodiimide hydrochloride), C(C)(C)N(CC)C(C)C (diisopropylethylamine), N1(N=NN=C1)CC(=O)O (2-(1H-1,2,3,4-tetraazol-1-yl) acetic acid), Cl.CN(CCCN=C=NCC)C (1-(3-dimethylaminopropyl)-3-ethylcarbodiimide hydrochloride), C(C)(C)N(CC)C(C)C (diisopropylethylamine), CC1=CC2=C(NC(=N2)C2=NNC=C2N)C=C1C (3-(5,6-dimethyl-1H-benzoimidazol-2-yl)-1H-pyrazol-4-ylamine), N1(N=NN=C1)CC(=O)O (2-(1H-1,2,3,4-tetraazol-1-yl) acetic acid). Run in CN(C=O)C (dimethylformamide). Conditions: time 72 hour. Product: CC1=CC2=C(NC(=N2)C2=NNC=C2NC(CN2N=NN=C2)=O)C=C1C (N-[3-(5,6-dimethyl-1H-benzoimidazol-2-yl)-1H-pyrazol-4-yl]-2-(1H-1,2,3,4-tetraazol-1-yl)-acetamide). Yield: 9.2%. As a reaction SMILES: Cl.CN(C)CCCN=C=NCC.C(N(C(C)C)CC)(C)C.[CH3:22][C:23]1[C:37]([CH3:38])=[CH:36][C:26]2[NH:27][C:28]([C:30]3[C:34]([NH2:35])=[CH:33][NH:32][N:31]=3)=[N:29][C:25]=2[CH:24]=1.[N:39]1([CH2:44][C:45](O)=[O:46])[CH:43]=[N:42][N:41]=[N:40]1>CN(C)C=O>[CH3:38][C:37]1[C:23]([CH3:22])=[CH:24][C:25]2[NH:29][C:28]([C:30]3[C:34]([NH:35][C:45](=[O:46])[CH2:44][N:39]4[CH:43]=[N:42][N:41]=[N:40]4)=[CH:33][NH:32][N:31]=3)=[N:27][C:26]=2[CH:36]=1 |f:0.1|. Procedure details: A stirred solution of 1-(3-dimethylaminopropyl)-3-ethylcarbodiimide hydrochloride (295.7 mg) and diisopropylethylamine (269 μl) in dimethylformamide (10 ml) were treated with 3-(5,6-dimethyl-1H-benzoimidazol-2-yl)-1H-pyrazol-4-ylamine [100 mg, Example 233(c)] and 2-(1H-1,2,3,4-tetraazol-1-yl) acetic acid (197.8 mg). The reaction mixture was stirred for 72 hours then treated further with 1-(3-dimethylaminopropyl)-3-ethylcarbodiimide hydrochloride (295.7 mg), diisopropylethylamine (269 μl) and 2-(...